This data is from the Open Reaction Database (ORD), a public repository of structured organic reaction records. The task is: describe an organic reaction: reactants, conditions, products, and yield Procedure details: A mixture of 3-chloro-4-(2-cyano-3-(pyridazin-4-yl)phenoxy)benzoic acid (70 mg, 0.2 mmol), 1-ethyl-3-(3-dimethylaminopropyl)carbodiimide hydrochloride (60 mg, 0.3 mmol) and N-hydroxybenzotriazole (45 mg, 0.3 mmol), triethylamine (0.1 mL) and dichloromethane (5 mL) were stirred at 25° C. for half an hour and then 3-(aminomethyl)-4,6-dimethylpyridin-2(1H)-one (30 mg, 0.2 mmol) was added. The mixture was stirred at 25° C. for 12 hours. To the mixture, water (10 mL) was added and the mixture was ext... Run in O (water), ClCCl (dichloromethane), C(C)N(CC)CC (triethylamine). Reaction conditions: temperature 25 celsius. Reaction SMILES: [Cl:1][C:2]1[CH:3]=[C:4]([CH:8]=[CH:9][C:10]=1[O:11][C:12]1[CH:17]=[CH:16][CH:15]=[C:14]([C:18]2[CH:23]=[CH:22][N:21]=[N:20][CH:19]=2)[C:13]=1[C:24]#[N:25])[C:5](O)=[O:6].Cl.C(N=C=NCCCN(C)C)C.ON1C2C=CC=CC=2N=N1.[NH2:48][CH2:49][C:50]1[C:51](=[O:58])[NH:52][C:53]([CH3:57])=[CH:54][C:55]=1[CH3:56]>O.ClCCl.C(N(CC)CC)C>[Cl:1][C:2]1[CH:3]=[C:4]([CH:8]=[CH:9][C:10]=1[O:11][C:12]1[CH:17]=[CH:16][CH:15]=[C:14]([C:18]2[CH:23]=[CH:22][N:21]=[N:20][CH:19]=2)[C:13]=1[C:24]#[N:25])[C:5]([NH:48][CH2:49][C:50]1[C:51](=[O:58])[NH:52][C:53]([CH3:57])=[CH:54][C:55]=1[CH3:56])=[O:6] |f:1.2|. Yields the product ClC=1C=C(C(=O)NCC=2C(NC(=CC2C)C)=O)C=CC1OC1=C(C(=CC=C1)C1=CN=NC=C1)C#N (3-chloro-4-(2-cyano-3-(pyridazin-4-yl)phenoxy)-N-((4,6-dimethyl-2-oxo-1,2-dihydropyridin-3-yl)methyl)benzamide). Yield: 72.0%. The reactants are NCC=1C(NC(=CC1C)C)=O (3-(aminomethyl)-4,6-dimethylpyridin-2(1H)-one), ClC=1C=C(C(=O)O)C=CC1OC1=C(C(=CC=C1)C1=CN=NC=C1)C#N (3-chloro-4-(2-cyano-3-(pyridazin-4-yl)phenoxy)benzoic acid), Cl.C(C)N=C=NCCCN(C)C (1-ethyl-3-(3-dimethylaminopropyl)carbodiimide hydrochloride), ON1N=NC2=C1C=CC=C2 (N-hydroxybenzotriazole). Reactants: OC1=C(C=C(C(=C1)C)C)C(\C=C\C1=NC=CC=C1)=O ((E)-1-(2-hydroxy-4,5-dimethylphenyl)-3-(pyridine-2-yl)prop-2-en-1-one). The reagents and catalysts are [Pd] (Pd/C). The solvent is CCOC(=O)C (EtOAc). Yields the product OC1=C(C=C(C(=C1)C)C)C(CCC1=NC=CC=C1)=O (1-(2-hydroxy-4,5-dimethylphenyl)-3-(pyridine-2-yl)propan-1-one). The yield is 49.2%. As a reaction SMILES: [OH:1][C:2]1[CH:7]=[C:6]([CH3:8])[C:5]([CH3:9])=[CH:4][C:3]=1[C:10](=[O:19])/[CH:11]=[CH:12]/[C:13]1[CH:18]=[CH:17][CH:16]=[CH:15][N:14]=1>CCOC(C)=O.[Pd]>[OH:1][C:2]1[CH:7]=[C:6]([CH3:8])[C:5]([CH3:9])=[CH:4][C:3]=1[C:10](=[O:19])[CH2:11][CH2:12][C:13]1[CH:18]=[CH:17][CH:16]=[CH:15][N:14]=1. Procedure details: In a 250 ml round-bottom flask, (E)-1-(2-hydroxy-4,5-dimethylphenyl)-3-(pyridine-2-yl)prop-2-en-1-one (1.17 g, 4.62 mmol) and 0.18 g of 10% Pd/C were mixed together in wet EtOAc. Hydrogenation was conducted at atmospheric pressure, then the catalyst was filtered off. The crude product was purified by chromatography on silica gel (20% EtOAc/hexane) to provide 0.58 g (47.7%) of final compound. Starting materials: CC(C)(O)CCO, O, Cc1ccc(S(=O)(=O)Cl)cc1, c1ccncc1. Yields the product Cc1ccc(S(=O)(=O)OCCC(C)(C)O)cc1. As a reaction SMILES: [CH3:1][C:2]([CH2:3][CH2:4][OH:5])([CH3:6])[OH:7].[OH2:19].[c:8]1([CH3:18])[cH:9][cH:10][c:11]([S:14](=[O:15])(=[O:16])[Cl:17])[cH:12][cH:13]1.[cH:20]1[cH:21][cH:22][n:23][cH:24][cH:25]1>>[CH3:1][C:2]([CH2:3][CH2:4][O:5][S:14]([c:11]1[cH:10][cH:9][c:8]([CH3:18])[cH:13][cH:12]1)(=[O:15])=[O:16])([CH3:6])[OH:7]. Reactants: CCOC(=O)C1C2CCC(C2)N1S(=O)(=O)c1ccc(OC)cc1, Cl, [Na+], C1CCOC1, [OH-]. Yields the product COc1ccc(S(=O)(=O)N2C3CCC(C3)C2C(=O)O)cc1. As a reaction SMILES: [CH3:1][O:2][c:3]1[cH:4][cH:5][c:6]([S:9](=[O:10])(=[O:11])[N:12]2[CH:13]3[CH2:14][CH2:15][CH:16]([CH:17]2[C:18](=[O:19])[O:20][CH2:21][CH3:22])[CH2:23]3)[cH:7][cH:8]1.[ClH:26].[Na+:25].[O:27]1[CH2:28][CH2:29][CH2:30][CH2:31]1.[OH-:24]>>[CH3:1][O:2][c:3]1[cH:4][cH:5][c:6]([S:9](=[O:10])(=[O:11])[N:12]2[CH:13]3[CH2:14][CH2:15][CH:16]([CH:17]2[C:18](=[O:19])[OH:20])[CH2:23]3)[cH:7][cH:8]1. The reactants are ClC=1C=C2C(=CC1)N(CC21CN(CC1)CC(=O)OC)C(NC=1SC(=CN1)Cl)=O (methyl 2-(5-chloro-1-((5-chlorothiazol-2-yl)carbamoyl)spiro[indoline-3,3′-pyrrolidin]-1′-yl)acetate), CN.O1CCCC1 (methylamine tetrahydrofuran), N.CO (ammonia methanol). Product: ClC=1C=C2C(=CC1)N(CC21CN(CC1)CC(=O)NC)C(=O)NC=1SC(=CN1)Cl (5-chloro-N-(5-chlorothiazol-2-yl)-1′-(2-(methylamino)-2-oxoethyl)spiro[indoline-3,3′-pyrrolidine]-1-carboxamide). As a reaction SMILES: [Cl:1][C:2]1[CH:3]=[C:4]2[C:10]3([CH2:14][CH2:13][N:12]([CH2:15][C:16]([O:18]C)=O)[CH2:11]3)[CH2:9][N:8]([C:20](=[O:28])[NH:21][C:22]3[S:23][C:24]([Cl:27])=[CH:25][N:26]=3)[C:5]2=[CH:6][CH:7]=1.[CH3:29][NH2:30].O1CCCC1.N.CO>>[Cl:1][C:2]1[CH:3]=[C:4]2[C:10]3([CH2:14][CH2:13][N:12]([CH2:15][C:16]([NH:30][CH3:29])=[O:18])[CH2:11]3)[CH2:9][N:8]([C:20]([NH:21][C:22]3[S:23][C:24]([Cl:27])=[CH:25][N:26]=3)=[O:28])[C:5]2=[CH:6][CH:7]=1 |f:1.2,3.4|. Reported procedure: The captioned compound was obtained in the form of a white solid by performing the same reactions and/or treatments as those in Example 45, with the exceptions that the methyl 2-(5-chloro-1-((5-chlorothiazol-2-yl)carbamoyl)spiro[indoline-3,3′-pyrrolidin]-1′-yl)acetate obtained in Example 58 was used instead of ethyl 2-(5-chloro-1-((5-chlorothiazol-2-yl)carbamoyl)spiro[indoline-3,3′-pyrrolidin]-1′-yl)-2-oxoacetate, and that a solution of methylamine-tetrahydrofuran was used instead of a saturated... The reactants are COC1(C(C=CC=C1)OC)S[Si](C(C)C)(C(C)C)C(C)C ((1,2-dimethoxy-phenylsulfanyl)-triisopropyl-silane), FC1=C(C(=CC=C1)I)F (1,2-difluoro-3-iodobenzene). Product: FC1=C(C=CC=C1F)S[Si](C(C)C)(C(C)C)C(C)C ([(2,3-difluorophenyl)sulfanyl](tripropan-2-yl)silane). As a reaction SMILES: COC1([S:11][Si:12]([CH:19]([CH3:21])[CH3:20])([CH:16]([CH3:18])[CH3:17])[CH:13]([CH3:15])[CH3:14])C=CC=CC1OC.[F:22][C:23]1[CH:28]=[CH:27][CH:26]=[C:25](I)[C:24]=1[F:30]>>[F:30][C:24]1[C:23]([F:22])=[CH:28][CH:27]=[CH:26][C:25]=1[S:11][Si:12]([CH:16]([CH3:18])[CH3:17])([CH:19]([CH3:21])[CH3:20])[CH:13]([CH3:14])[CH3:15]. Procedure: Prepared as described for (1,2-dimethoxy-phenylsulfanyl)-triisopropyl-silane starting from 1,2-difluoro-3-iodobenzene. Starting materials: CN1C(C(C2=CC=CC=C12)C)=S (1-methyl-3-methylthiooxindole), ClN1C(CCC1=O)=O (N-chlorosuccinimide). Solvent: C(Cl)(Cl)(Cl)Cl (carbon tetrachloride). Product: ClC1(C(N(C2=CC=CC=C12)C)=S)C (3-chloro-1-methyl-3-methylthiooxindole). As a reaction SMILES: [CH3:1][N:2]1[C:10]2[C:5](=[CH:6][CH:7]=[CH:8][CH:9]=2)[CH:4]([CH3:11])[C:3]1=[S:12].[Cl:13]N1C(=O)CCC1=O>C(Cl)(Cl)(Cl)Cl>[Cl:13][C:4]1([CH3:11])[C:5]2[C:10](=[CH:9][CH:8]=[CH:7][CH:6]=2)[N:2]([CH3:1])[C:3]1=[S:12]. Reported procedure: A solution of 1-methyl-3-methylthiooxindole (1.07 g, 5.56 mmol) and N-chlorosuccinimide (800 mg, 6.0 mmol) in 75 ml of carbon tetrachloride was stirred at room temperature for 1 hour, filtered, and the filtrate was evaporated to give a residue yielding 3-chloro-1-methyl-3-methylthiooxindole. The residue was dissolved in 20 ml of tetrahydrofuran and rapidly added to a vigorously stirred slurry of red mercuric oxide (1.20 g, 5.56 mmol) and boron trifluoride etherate (790 mg, 5.56 mmol) in 75 mol o...